From a dataset of the Open Reaction Database (ORD), a public repository of structured organic reaction records. describe an organic reaction: reactants, conditions, products, and yield Reactants: N1=CN=CC(=C1)C1=CC2=C(N=C(S2)[C@H]2C[C@H](C2)N2C[C@@H]3N(CC[C@@H]3C2)C(=O)OC(C)(C)C)C=C1 (Cis-tert-butyl (3aR,6aR)-5-[3-(6-pyrimidin-5-yl-1,3-benzothiazol-2-yl)cyclobutyl]hexahydropyrrolo[3,4-b]pyrrole-1(2H)-carboxylate), C(=O)(C(F)(F)F)O (TFA). Solvent: ClCCl (dichloromethane). Run at time 2 hour. The product is N1[C@@H]2[C@H](CC1)CN(C2)[C@H]2C[C@H](C2)C=2SC1=C(N2)C=CC(=C1)C=1C=NC=NC1 (Cis-2-{3-[(3aR,6aR)-hexahydropyrrolo[3,4-b]pyrrol-5(1H)-yl]cyclobutyl}-6-pyrimidin-5-yl-1,3-benzothiazole). Reaction SMILES: [N:1]1[CH:6]=[C:5]([C:7]2[CH:34]=[CH:33][C:10]3[N:11]=[C:12]([C@@H:14]4[CH2:17][C@H:16]([N:18]5[CH2:25][C@@H:24]6[C@@H:20]([N:21](C(OC(C)(C)C)=O)[CH2:22][CH2:23]6)[CH2:19]5)[CH2:15]4)[S:13][C:9]=3[CH:8]=2)[CH:4]=[N:3][CH:2]=1.C(O)(C(F)(F)F)=O>ClCCl>[NH:21]1[CH2:22][CH2:23][C@@H:24]2[CH2:25][N:18]([C@@H:16]3[CH2:17][C@H:14]([C:12]4[S:13][C:9]5[CH:8]=[C:7]([C:5]6[CH:4]=[N:3][CH:2]=[N:1][CH:6]=6)[CH:34]=[CH:33][C:10]=5[N:11]=4)[CH2:15]3)[CH2:19][C@H:20]12. Procedure: The title compound was prepared by mixing the product of Example 38B with 1:1 mixture of TFA and dichloromethane. After 2 hours, the solvent was removed under reduced pressure, the residue was basified with saturated sodium bicarbonate and extracted three times with dichloromethane. The combined organic layers were washed with brine, dried over sodium sulfate, filtered, and concentrated under reduced pressure. The resulting residue was purified by column chromatography (0.5% ammonium hydroxide a... Reactants: Cc1nc2c(Br)cc(Br)cn2c1C, CN(C)C=O, [H-], [Na+], OCc1ccccc1. Product: Cc1nc2c(OCc3ccccc3)cc(Br)cn2c1C. As a reaction SMILES: [Br:11][c:12]1[cH:13][c:14]([Br:23])[c:15]2[n:16]([cH:17]1)[c:18]([CH3:22])[c:19]([CH3:21])[n:20]2.[CH3:24][N:25]([CH3:26])[CH:27]=[O:28].[H-:9].[Na+:10].[OH:1][CH2:2][c:3]1[cH:4][cH:5][cH:6][cH:7][cH:8]1>>[O:1]([CH2:2][c:3]1[cH:4][cH:5][cH:6][cH:7][cH:8]1)[c:14]1[cH:13][c:12]([Br:11])[cH:17][n:16]2[c:15]1[n:20][c:19]([CH3:21])[c:18]2[CH3:22].